Dataset: the Open Reaction Database (ORD), a public repository of structured organic reaction records. Task: describe an organic reaction: reactants, conditions, products, and yield Starting materials: [Cl-], O=Cc1ncn2c1C1CCN1C(=O)c1c(Cl)cccc1-2, ClC[P+](c1ccccc1)(c1ccccc1)c1ccccc1, [NH2-], N, [Na], C1CCOC1. The product is O=C1c2c(Cl)cccc2-n2cnc(C=CCl)c2C2CCN12. As a reaction SMILES: [Cl-:1].[Cl:25][c:26]1[cH:27][cH:28][cH:29][c:30]2[c:31]1[C:32](=[O:44])[N:33]1[CH:34]([c:35]3[n:36]-2[cH:37][n:38][c:39]3[CH:40]=[O:41])[CH2:42][CH2:43]1.[Cl:2][CH2:3][P+:4]([c:5]1[cH:6][cH:7][cH:8][cH:9][cH:10]1)([c:11]1[cH:12][cH:13][cH:14][cH:15][cH:16]1)[c:17]1[cH:18][cH:19][cH:20][cH:21][cH:22]1.[NH2-:24].[NH3:45].[Na:23].[O:46]1[CH2:47][CH2:48][CH2:49][CH2:50]1>>[Cl:2][CH:3]=[CH:40][c:39]1[c:35]2[n:36]([cH:37][n:38]1)-[c:30]1[cH:29][cH:28][cH:27][c:26]([Cl:25])[c:31]1[C:32](=[O:44])[N:33]1[CH:34]2[CH2:42][CH2:43]1. The reactants are NC=1SC(=C(N1)C1=CC=C(C=C1)Cl)CCC(=O)NC1=CC=C(C=C1)CP(=O)(OCC)OCC (3-[2-amino-4-(4-chlorophenyl)-5-thiazolyl)-N-[4-(diethylphosphonomethyl)phenyl]propionamide), C(C)(C)(C)N=C=O (tert-butyl isocyanate). Run in C1(=CC=CC=C1)C (toluene). Conditions: time 20 hour. Yields the product ClC1=CC=C(C=C1)C=1N=C(SC1CCC(=O)NC1=CC=C(C=C1)CP(=O)(OCC)OCC)NC(=O)NC(C)(C)C (3-(4-(4-chlorophenyl)-2-([(tert-butylamino)carbonyl]amino}-5-thiazolyl)-N-[4-(diethylphosphonomethyl)phenyl]propionamide), crystals. Yield: 83.0%. RXN SMILES: [NH2:1][C:2]1[S:3][C:4]([CH2:14][CH2:15][C:16]([NH:18][C:19]2[CH:24]=[CH:23][C:22]([CH2:25][P:26]([O:31][CH2:32][CH3:33])([O:28][CH2:29][CH3:30])=[O:27])=[CH:21][CH:20]=2)=[O:17])=[C:5]([C:7]2[CH:12]=[CH:11][C:10]([Cl:13])=[CH:9][CH:8]=2)[N:6]=1.[C:34]([N:38]=[C:39]=[O:40])([CH3:37])([CH3:36])[CH3:35]>C1(C)C=CC=CC=1>[Cl:13][C:10]1[CH:9]=[CH:8][C:7]([C:5]2[N:6]=[C:2]([NH:1][C:39]([NH:38][C:34]([CH3:37])([CH3:36])[CH3:35])=[O:40])[S:3][C:4]=2[CH2:14][CH2:15][C:16]([NH:18][C:19]2[CH:24]=[CH:23][C:22]([CH2:25][P:26]([O:28][CH2:29][CH3:30])([O:31][CH2:32][CH3:33])=[O:27])=[CH:21][CH:20]=2)=[O:17])=[CH:12][CH:11]=1. Procedure: A mixture of 3-[2-amino-4-(4-chlorophenyl)-5-thiazolyl)-N-[4-(diethylphosphonomethyl)phenyl]propionamide (400 mg), tert-butyl isocyanate (780 mg) and toluene (10 ml) was stirred at 70–80° C. for 20 hrs. The reaction mixture was concentrated. The residue was purified by silica gel column chromatography and 3-(4-(4-chlorophenyl)-2-([(tert-butylamino)carbonyl]amino}-5-thiazolyl)-N-[4-(diethylphosphonomethyl)phenyl]propionamide was obtained as crystals (395 mg, yield: 83%) from a fraction eluted wit... Reactants: Cl (HCl), C(C)(=O)N[C@H]1CN(CC1)C1=CC=C(C(=O)NC=2C=C(C=CC2NC(OC(C)(C)C)=O)C2=CC=C(C=C2)F)C=C1 ((R)-tert-Butyl 3-(4-(3-acetamidopyrrolidin-1-yl)benzamido)-4′-fluorobiphenyl-4-ylcarbamate). The solvent is O1CCOCC1 (dioxane), CCOC(=O)C (EtOAc), C(Cl)Cl (DCM), O1CCOCC1 (dioxane). Conditions: time 3 hour. Yields the product C(C)(=O)N[C@H]1CN(CC1)C1=CC=C(C(=O)NC=2C=C(C=CC2N)C2=CC=C(C=C2)F)C=C1 ((R)-4-(3-Acetamidopyrrolidin-1-yl)-N-(4-amino-4′-fluorobiphenyl-3-yl)benzamide). Yield: 73.4%. As a reaction SMILES: [C:1]([NH:4][C@@H:5]1[CH2:9][CH2:8][N:7]([C:10]2[CH:39]=[CH:38][C:13]([C:14]([NH:16][C:17]3[CH:18]=[C:19]([C:31]4[CH:36]=[CH:35][C:34]([F:37])=[CH:33][CH:32]=4)[CH:20]=[CH:21][C:22]=3[NH:23]C(=O)OC(C)(C)C)=[O:15])=[CH:12][CH:11]=2)[CH2:6]1)(=[O:3])[CH3:2].Cl>C(Cl)Cl.O1CCOCC1.CCOC(C)=O>[C:1]([NH:4][C@@H:5]1[CH2:9][CH2:8][N:7]([C:10]2[CH:11]=[CH:12][C:13]([C:14]([NH:16][C:17]3[CH:18]=[C:19]([C:31]4[CH:32]=[CH:33][C:34]([F:37])=[CH:35][CH:36]=4)[CH:20]=[CH:21][C:22]=3[NH2:23])=[O:15])=[CH:38][CH:39]=2)[CH2:6]1)(=[O:3])[CH3:2]. Reported procedure: To a suspension of 407 (0.280 g, 0.526 mmol) in DCM (5 mL) and dioxane (5.0 mL) was added HCl in dioxane (2.4 mL, 9.46 mmol). The mixture was stirred for 3 h at room temperature. The solvent was evaporated and the residue obtained was triturated in Et2O, filtered and dried under vacuum. The light pink solid obtained was suspended in EtOAc, washed with sat NaHCO3, brine, dried over MgSO4, filtered and evaporated to afford a beige solid that was triturated overnight with Et2O. The solid was then f... Reactants: C(C)N1CC2(CC1)CN(CC2)CCC2=CC=C(C=C2)[N+](=O)[O-] (2-Ethyl-7-[2-(4-nitro-phenyl)-ethyl]-2,7-diaza-spiro[4.4]nonane). Reagents/catalysts: [OH-].[OH-].[Pd+2] (Pd(OH)2). Run in C(C)O (ethanol). Reaction conditions: time 16 hour. Yields the product C(C)N1CC2(CCN(C2)CCC2=CC=C(C=C2)N)CC1 (4-[2-(7-Ethyl-2,7-diaza-spiro[4.4]non-2-yl)-ethyl]-phenylamine). Reaction SMILES: [CH2:1]([N:3]1[CH2:7][CH2:6][C:5]2([CH2:11][CH2:10][N:9]([CH2:12][CH2:13][C:14]3[CH:19]=[CH:18][C:17]([N+:20]([O-])=O)=[CH:16][CH:15]=3)[CH2:8]2)[CH2:4]1)[CH3:2]>C(O)C.[OH-].[OH-].[Pd+2]>[CH2:1]([N:3]1[CH2:7][CH2:6][C:5]2([CH2:8][N:9]([CH2:12][CH2:13][C:14]3[CH:15]=[CH:16][C:17]([NH2:20])=[CH:18][CH:19]=3)[CH2:10][CH2:11]2)[CH2:4]1)[CH3:2] |f:2.3.4|. Reported procedure: 2-Ethyl-7-[2-(4-nitro-phenyl)-ethyl]-2,7-diaza-spiro[4.4]nonane from above was dissolved in ethanol (60 ml) and 20% Pd(OH)2 (30 mg) was added and the reaction was stirred 16 h under an atmosphere of hydrogen gas by means of a balloon reservoir. The reaction was filtered thru Celite and the filtrate evaporated to afford 4-[2-(7-Ethyl-2,7-diaza-spiro[4.4]non-2-yl)-ethyl]-phenylamine and a crude oil (1.45 g) which was used as is in the next step. Starting materials: OC1=CC=C(C(=O)C2=C(OC3=C2C=CC=C3)C3=CC=CC=C3)C=C1 (3-(4-hydroxybenzoyl)-2-phenylbenzofuran), BrCCCCBr (1,4-dibromobutane), C([O-])([O-])=O.[K+].[K+] (potassium carbonate). The solvent is CC(=O)C (acetone). Product: BrCCCCOC1=CC=C(C(=O)C2=C(OC3=C2C=CC=C3)C3=CC=CC=C3)C=C1 (3-[4-(4-bromobutoxy)benzoyl]-2-phenylbenzofuran). As a reaction SMILES: [OH:1][C:2]1[CH:24]=[CH:23][C:5]([C:6]([C:8]2[C:12]3[CH:13]=[CH:14][CH:15]=[CH:16][C:11]=3[O:10][C:9]=2[C:17]2[CH:22]=[CH:21][CH:20]=[CH:19][CH:18]=2)=[O:7])=[CH:4][CH:3]=1.[Br:25][CH2:26][CH2:27][CH2:28][CH2:29]Br.C(=O)([O-])[O-].[K+].[K+]>CC(C)=O>[Br:25][CH2:26][CH2:27][CH2:28][CH2:29][O:1][C:2]1[CH:3]=[CH:4][C:5]([C:6]([C:8]2[C:12]3[CH:13]=[CH:14][CH:15]=[CH:16][C:11]=3[O:10][C:9]=2[C:17]2[CH:18]=[CH:19][CH:20]=[CH:21][CH:22]=2)=[O:7])=[CH:23][CH:24]=1 |f:2.3.4|. Procedure: A mixture of 3.0 g. (9.5 mmol.) of 3-(4-hydroxybenzoyl)-2-phenylbenzofuran, 6.2 g. (0.029 mol.) of 1,4-dibromobutane and 3.9 g. (0.029 mol.) of potassium carbonate in 100 ml. of dry acetone is refluxed for 18 hours. The reaction mixture is cooled, filtered and the filtrate is concentrated under reduced pressure then heated on a steam bath in vacuo to remove excess 1,4-dibromobutane and leave 3-[4-(4-bromobutoxy)benzoyl]-2-phenylbenzofuran as a residue. Starting materials: C(C1=CC=CC=C1)(=O)CC(=O)OCC (Ethyl benzoylacetate), C1(CC1)CN (cyclopropylmethylamine), crude mixture, SiO2, C1(=CC=C(C=C1)S(=O)(=O)O)C (Para-toluenesulfonic acid). Solvent: O1CCOCC1 (1,4-dioxane). Reaction conditions: temperature 150 celsius. Yields the product C1(CC1)CNC(CC(C1=CC=CC=C1)=O)=O (N-Cyclopropylmethyl-3-oxo-3-phenyl-propionamide), solid. Isolated yield 44.0%. RXN SMILES: [C:1]([CH2:9][C:10]([O:12]CC)=O)(=[O:8])[C:2]1[CH:7]=[CH:6][CH:5]=[CH:4][CH:3]=1.[CH:15]1([CH2:18][NH2:19])[CH2:17][CH2:16]1.C1(C)C=CC(S(O)(=O)=O)=CC=1>O1CCOCC1>[CH:15]1([CH2:18][NH:19][C:10](=[O:12])[CH2:9][C:1](=[O:8])[C:2]2[CH:3]=[CH:4][CH:5]=[CH:6][CH:7]=2)[CH2:17][CH2:16]1. Procedure details: Ethyl benzoylacetate (621 mg, 3.23 mmol) and cyclopropylmethylamine (0.34 ml, 3.92 mmol) were dissolved in 1,4-dioxane (1 ml). Para-toluenesulfonic acid (3 crystals, catalytic) was added and the mixture heated under microwave irradiation at 150° C. for 30 min. The crude mixture was poured onto a SiO2 column and purified by flash chromatography (eluted with EtOAc 10 to 35% in hexanes). The title compound was isolated as a yellow solid (309 mg, 44%). HPLC (4 minutes gradient) tR 2.04 min; MS m/z 2... Starting materials: COP(=O)(C#Cc1c(-c2ccc(F)cc2)cc(-c2ccccc2)nc1C(C)C)CC(O)CC(=O)O, [Li+], C1COCCO1, [OH-]. The product is CC(C)c1nc(-c2ccccc2)cc(-c2ccc(F)cc2)c1C#CP(=O)(O)CC(O)CC(=O)O. RXN SMILES: [F:1][c:2]1[cH:3][cH:4][c:5](-[c:8]2[c:9]([C:23]#[C:24][P:25](=[O:26])([CH2:27][CH:28]([CH2:29][C:30](=[O:31])[OH:32])[OH:33])[O:34][CH3:35])[c:10]([CH:20]([CH3:21])[CH3:22])[n:11][c:12](-[c:14]3[cH:15][cH:16][cH:17][cH:18][cH:19]3)[cH:13]2)[cH:6][cH:7]1.[Li+:37].[O:38]1[CH2:39][CH2:40][O:41][CH2:42][CH2:43]1.[OH-:36]>>[F:1][c:2]1[cH:3][cH:4][c:5](-[c:8]2[c:9]([C:23]#[C:24][P:25](=[O:26])([CH2:27][CH:28]([CH2:29][C:30](=[O:31])[OH:32])[OH:33])[OH:34])[c:10]([CH:20]([CH3:21])[CH3:22])[n:11][c:12](-[c:14]3[cH:15][cH:16][cH:17][cH:18][cH:19]3)[cH:13]2)[cH:6][cH:7]1.